This data is from the Open Reaction Database (ORD), a public repository of structured organic reaction records. The task is: describe an organic reaction: reactants, conditions, products, and yield Reactants: C[Mg]Cl, CON(C)C(=O)c1cc2c(Cl)cccc2s1, Cl, C1CCOC1, O. Yields the product CC(=O)c1cc2c(Cl)cccc2s1. RXN SMILES: [CH3:1][Mg:2][Cl:3].[Cl:4][c:5]1[cH:6][cH:7][cH:8][c:9]2[s:10][c:11]([C:14](=[O:15])[N:16]([O:17][CH3:18])[CH3:19])[cH:12][c:13]12.[ClH:21].[O:22]1[CH2:23][CH2:24][CH2:25][CH2:26]1.[OH2:20]>>[CH3:1][C:14]([c:11]1[s:10][c:9]2[cH:8][cH:7][cH:6][c:5]([Cl:4])[c:13]2[cH:12]1)=[O:15]. Starting materials: ClCC[C@H](O)C1=CC=CC=C1 ([S]-3-chloro-1-phenylpropanol), FC(C1=CC=CC=C1O)(F)F (α,α,α-trifluoro-cresol). Solvent: C1CCOC1 (THF). Yields the product ClCC[C@@H](OC1=CC=C(C=C1)C(F)(F)F)C1=CC=CC=C1 ([R]-(+)-1-Chloro-3-phenyl-3-(4-trifluoromethylphenoxy)propane). Reaction SMILES: [Cl:1][CH2:2][CH2:3][C@@H:4]([C:6]1[CH:11]=[CH:10][CH:9]=[CH:8][CH:7]=1)[OH:5].[F:12][C:13]([F:22])([F:21])[C:14]1[C:19](O)=[CH:18][CH:17]=[CH:16][CH:15]=1>C1COCC1>[Cl:1][CH2:2][CH2:3][C@H:4]([C:6]1[CH:11]=[CH:10][CH:9]=[CH:8][CH:7]=1)[O:5][C:17]1[CH:18]=[CH:19][C:14]([C:13]([F:22])([F:21])[F:12])=[CH:15][CH:16]=1. Procedure details: The title compound was prepared by the method of example 55 using [S]-3-chloro-1-phenylpropanol (2.57g, 15 mmol), α,α,α-trifluoro-cresol (2.4 g, 15 mmol) in THF (40 ml) at room temperature. Workup provided the optically pure title compound as a thick liquid, bp 180°-200° C./0/5 mm. [α]D +2.3° (c 10, CHCl3 ; 13C NMR (CDCl3): 140.50, 129.39, 128.66, 127,56, 127.38, 127.19, 127.01, 126.34, 116.45, 77.82, 41.69, 41.38. Mass spectrum (EI): 153/155 (45), 91 (100). (CI): 314/316, (1, M+), 153/155 (100)... The reactants are C(C)(=O)Cl (acetylchloride), NC1=NC(=CC(=N1)Cl)N (2,6-diamino-4-chloro-pyrimidine), C1(CCCCC1)[N+]#[C-] (cyclohexylisonitrile), N1=C(C=CC=C1)C=O (pyridine-2-carbaldehyde). Run in Cl(=O)(=O)(=O)O (perchloric acid). Yields the product [Cl-].C(C)(=O)[N+]=1C(=C(N2C1N=C(C=C2N)Cl)NC2CCCCC2)C2=NC=CC=C2 (1-acetyl-5-amino-7-chloro-3-cyclohexylamino-2-pyridin-2-yl-imidazo[1,2-a]pyrimidin-1-ium chloride). RXN SMILES: [NH2:1][C:2]1[N:7]=[C:6]([Cl:8])[CH:5]=[C:4]([NH2:9])[N:3]=1.[CH:10]1([N+:16]#[C-:17])[CH2:15][CH2:14][CH2:13][CH2:12][CH2:11]1.[N:18]1[CH:23]=[CH:22][CH:21]=[CH:20][C:19]=1[CH:24]=O.[C:26](Cl)(=[O:28])[CH3:27]>Cl(O)(=O)(=O)=O>[Cl-:8].[C:26]([N+:1]1[C:24]([C:19]2[CH:20]=[CH:21][CH:22]=[CH:23][N:18]=2)=[C:17]([NH:16][CH:10]2[CH2:15][CH2:14][CH2:13][CH2:12][CH2:11]2)[N:3]2[C:4]([NH2:9])=[CH:5][C:6]([Cl:8])=[N:7][C:2]=12)(=[O:28])[CH3:27] |f:5.6|. Reported procedure: Example 20 was carried out in accordance with the general directions for synthesis in process step a) from 1.0 ml (0.1 mmol) 2,6-diamino-4-chloro-pyrimidine (0.1 M, DCM), 0.575 ml (0.115 mmol) cyclohexylisonitrile solution (0.2 M, DCM), 0.500 ml (0.15 mmol) pyridine-2-carbaldehyde solution (0.3 M, DCM) and 10 μL perchloric acid (w=20%) and in process step c) and d) by reacting the resultant reaction product with 0.4 mmol acetylchloride. Starting materials: C(#N)C1=CC(=C(C=C1F)N1C=NC(=CC1=O)C(F)(F)F)F (3-(4-cyano-2,5-difluoro-phenyl)-6-trifluoromethyl-pyrimidin-4-one), C(C)S(=O)(=O)N (ethanesulphonamide), C([O-])([O-])=O.[K+].[K+] (potassium carbonate). Solvent: CS(=O)C (dimethyl sulphoxide). Reaction conditions: temperature 60 celsius, time 6 hour. Yields the product C(#N)C1=CC(=C(C=C1NS(=O)(=O)CC)N1C=NC(=CC1=O)C(F)(F)F)F (3-(4-cyano-5-ethylsulphonylamino-2-fluoro-phenyl)-6-trifluoromethyl-pyrimidin-4-one). Yield: 1.8%. Reaction SMILES: [C:1]([C:3]1[C:8](F)=[CH:7][C:6]([N:10]2[C:15](=[O:16])[CH:14]=[C:13]([C:17]([F:20])([F:19])[F:18])[N:12]=[CH:11]2)=[C:5]([F:21])[CH:4]=1)#[N:2].[CH2:22]([S:24]([NH2:27])(=[O:26])=[O:25])[CH3:23].C(=O)([O-])[O-].[K+].[K+]>CS(C)=O>[C:1]([C:3]1[C:8]([NH:27][S:24]([CH2:22][CH3:23])(=[O:26])=[O:25])=[CH:7][C:6]([N:10]2[C:15](=[O:16])[CH:14]=[C:13]([C:17]([F:20])([F:19])[F:18])[N:12]=[CH:11]2)=[C:5]([F:21])[CH:4]=1)#[N:2] |f:2.3.4|. Reported procedure: A mixture of 4.3 g (14.3 mmol) of 3-(4-cyano-2,5-difluoro-phenyl)-6-trifluoromethyl-pyrimidin-4-one (cf. Example 1), 1.6 g (14.3 mmol) of ethanesulphonamide, 2.0 g (14.3 mmol) of potassium carbonate and 50 ml of dimethyl sulphoxide is stirred at 60° C. for 6 hours and then concentrated under reduced pressure. The residue is taken up in water and, after acidification, shaken with methylene chloride. The organic phase is dried with sodium sulphate and filtered. The filtrate is concentrated, and th...